Dataset: the Open Reaction Database (ORD), a public repository of structured organic reaction records. Task: describe an organic reaction: reactants, conditions, products, and yield Reactants: C(C)(C)(C)OC(=O)N1[C@@H](CC(C1)=NOC)C(=O)O ((2S,4EZ)-1-(tert-butoxycarbonyl)-4-(methoxyimino)-2-pyrrolidinecarboxylic acid), CC1=C(C=CC=C1)C1=CC=C(C=C1)C(=O)O (2′-methyl[1,1′-biphenyl]-4-carboxylic acid), NCC(O)C1=CC=CC=C1 ((1RS)-2-amino-1-phenylethanol). Product: OC(CNC(=O)[C@H]1N(CC(C1)=NOC)C(=O)C1=CC=C(C=C1)C1=C(C=CC=C1)C)C1=CC=CC=C1 ((2S,4EZ)-N-[(2RS)-2-hydroxy-2-phenylethyl]-4-(methoxyimino)-1-[(2′-methyl[1,1′-biphenyl]-4-yl)carbonyl]-2-pyrrolidinecarboxamide). As a reaction SMILES: C(O[C:6]([N:8]1[CH2:12][C:11](=[N:13][O:14][CH3:15])[CH2:10][C@H:9]1[C:16]([OH:18])=O)=[O:7])(C)(C)C.[CH3:19][C:20]1[CH:25]=[CH:24][CH:23]=[CH:22][C:21]=1[C:26]1[CH:31]=[CH:30][C:29](C(O)=O)=[CH:28][CH:27]=1.[NH2:35][CH2:36][CH:37]([C:39]1[CH:44]=[CH:43][CH:42]=[CH:41][CH:40]=1)[OH:38]>>[OH:38][CH:37]([C:39]1[CH:44]=[CH:43][CH:42]=[CH:41][CH:40]=1)[CH2:36][NH:35][C:16]([C@@H:9]1[CH2:10][C:11](=[N:13][O:14][CH3:15])[CH2:12][N:8]1[C:6]([C:29]1[CH:28]=[CH:27][C:26]([C:21]2[CH:22]=[CH:23][CH:24]=[CH:25][C:20]=2[CH3:19])=[CH:31][CH:30]=1)=[O:7])=[O:18]. Reported procedure: Following the general method as outlined in Example 22, starting from (2S,4EZ)-1-(tert-butoxycarbonyl)-4-(methoxyimino)-2-pyrrolidinecarboxylic acid, 2′-methyl[1,1′-biphenyl]-4-carboxylic acid, and (1RS)-2-amino-1-phenylethanol, the title compound was obtained in 96.4% purity by HPLC. MS(ESI+): m/z=472. Reactants: CCOP(=O)(COCC(COn1cnc2c(N3C(=O)c4ccccc4C3=O)ncnc21)O[Si](C)(C)C(C)(C)C)OCC, CNN, ClCCl. The product is CCOP(=O)(COCC(COn1cnc2c(N)ncnc21)O[Si](C)(C)C(C)(C)C)OCC. RXN SMILES: [C:1]([CH3:2])([CH3:3])([CH3:4])[Si:5]([O:6][CH:7]([CH2:8][O:9][n:10]1[c:11]2[n:12][cH:13][n:14][c:15]([N:19]3[C:20](=[O:21])[c:22]4[cH:23][cH:24][cH:25][cH:26][c:27]4[C:28]3=[O:29])[c:16]2[n:17][cH:18]1)[CH2:30][O:31][CH2:32][P:33](=[O:34])([O:35][CH2:36][CH3:37])[O:38][CH2:39][CH3:40])([CH3:41])[CH3:42].[CH3:43][NH:44][NH2:45].[Cl:46][CH2:47][Cl:48]>>[C:1]([CH3:2])([CH3:3])([CH3:4])[Si:5]([O:6][CH:7]([CH2:8][O:9][n:10]1[c:11]2[n:12][cH:13][n:14][c:15]([NH2:19])[c:16]2[n:17][cH:18]1)[CH2:30][O:31][CH2:32][P:33](=[O:34])([O:35][CH2:36][CH3:37])[O:38][CH2:39][CH3:40])([CH3:41])[CH3:42]. Reactants: C(C)C=1NC(NC1)=O (1,3-dihydro-4-ethyl-2H-imidazole-2-one), Cl.C(C1=CC=NC=C1)(=O)Cl (isonicotinoyl chloride hydrochloride), [Cl-].[Al+3].[Cl-].[Cl-] (aluminum chloride), ClCC(Cl)(Cl)Cl (tetrachloroethane). Conditions: temperature 85 celsius, time 4 hour. Product: C(C)C1(C(=O)N2C(NC=C2)=O)CC=NC=C1 (1,3-dihydro-4-ethyl-isonicotinoyl-2H-imidazole-2-one). Reaction SMILES: C([C:3]1[NH:4][C:5](=[O:8])[NH:6][CH:7]=1)C.Cl.[C:10](Cl)(=[O:17])[C:11]1[CH:16]=[CH:15][N:14]=[CH:13][CH:12]=1.[Cl-].[Al+3].[Cl-].[Cl-].Cl[CH2:24][C:25](Cl)(Cl)Cl>>[CH2:24]([C:11]1([CH:16]=[CH:15][N:14]=[CH:13][CH2:12]1)[C:10]([N:4]1[CH:3]=[CH:7][NH:6][C:5]1=[O:8])=[O:17])[CH3:25] |f:1.2,3.4.5.6|. Procedure details: To 3.0 g (27 mmole) of 1,3-dihydro-4-ethyl-2H-imidazole-2-one and 4.74 g (27 mmole) isonicotinoyl chloride hydrochloride in 100 ml tetrachloroethane is added 21.3 g (160 mmole) aluminum chloride. The mixture is stirred at 85° C. for 4 hours and quenched with water. The solution is neutralized with sodium bicarbonate and the suspension filtered. The residue is washed with ethanol and the combined filtrates evaporated to dryness. Chromatography on silica gel afforded the title compound; m.p. 260°-...